This data is from the Open Reaction Database (ORD), a public repository of structured organic reaction records. The task is: describe an organic reaction: reactants, conditions, products, and yield The reactants are C[N+]1(CCOCC1)[O-] (N-methylmorpholine N-oxide), O (water), solution, CC1=NC2=C(C=CC=C2C=C1C)C=C (2,3-dimethyl-8-vinyl-quinoline), O (water). The reagents and catalysts are [Os](=O)(=O)(=O)=O (osmium tetroxide). Run in CC(=O)C (acetone), C(C)(C)(C)O (tert-butanol), CC(=O)C (acetone). Conditions: time 2 hour. Yields the product CC1=NC2=C(C=CC=C2C=C1C)C(CO)O (2,3-dimethyl-8-(1,2-dihydroxyethyl)quinoline). Isolated yield 81.0%. RXN SMILES: C[N+]1([O-])CC[O:5]CC1.[OH2:9].[CH3:10][C:11]1[C:20]([CH3:21])=[CH:19][C:18]2[C:13](=[C:14]([CH:22]=[CH2:23])[CH:15]=[CH:16][CH:17]=2)[N:12]=1>C(O)(C)(C)C.CC(C)=O.[Os](=O)(=O)(=O)=O>[CH3:10][C:11]1[C:20]([CH3:21])=[CH:19][C:18]2[C:13](=[C:14]([CH:22]([OH:5])[CH2:23][OH:9])[CH:15]=[CH:16][CH:17]=2)[N:12]=1. Procedure details: 1.17 g (10 mmol) of N-methylmorpholine N-oxide, 10 ml of water and 30 ml of acetone are placed in a 100 ml three-necked flask. 0.4 mol of a solution containing 1% by mass of osmium tetroxide in tert-butanol is added dropwise, followed by addition of a solution of 1.4 g (7.6 mmol) of 2,3-dimethyl-8-vinyl-quinoline in 10 ml of acetone. The reaction mixture is stirred for 2 hours at room temperature. 50 ml of water are added and the resulting mixture is extracted with ethyl acetate (3×100 ml). The ... Reactants: FC(C(=O)O)(F)F.CS(=O)(=O)C1=CC=C(OC2=C3C(=NC=N2)N(N=C3)C3CCNCC3)C=C1 (4-(4-methanesulfonyl-phenoxy)-1-piperidin-4-yl-1H-pyrazolo[3,4-d]pyrimidine trifluoroacetate salt), FC(C(=O)O)(F)F.CS(=O)(=O)C1=CC=C(OC2=C3C(=NC=N2)N(N=C3)C3CCNCC3)C=C1 (4-(4-methanesulfonyl-phenoxy)-1-piperidin-4-yl-1H-pyrazolo[3,4-d]pyrimidine trifluoroacetate salt), C(C1=CC=CC=C1)(=O)Cl (benzoyl chloride). Yields the product CS(=O)(=O)C1=CC=C(OC2=C3C(=NC=N2)N(N=C3)C3CCN(CC3)C(=O)C3=CC=CC=C3)C=C1 ({4-[4-(4-Methanesulfonyl-phenoxy)-pyrazolo[3,4-d]pyrimidin-1-yl]-piperidin-1-yl}-phenylmethanone). As a reaction SMILES: FC(F)(F)C(O)=O.[CH3:8][S:9]([C:12]1[CH:33]=[CH:32][C:15]([O:16][C:17]2[N:22]=[CH:21][N:20]=[C:19]3[N:23]([CH:26]4[CH2:31][CH2:30][NH:29][CH2:28][CH2:27]4)[N:24]=[CH:25][C:18]=23)=[CH:14][CH:13]=1)(=[O:11])=[O:10].[C:34](Cl)(=[O:41])[C:35]1[CH:40]=[CH:39][CH:38]=[CH:37][CH:36]=1>>[CH3:8][S:9]([C:12]1[CH:13]=[CH:14][C:15]([O:16][C:17]2[N:22]=[CH:21][N:20]=[C:19]3[N:23]([CH:26]4[CH2:27][CH2:28][N:29]([C:34]([C:35]5[CH:40]=[CH:39][CH:38]=[CH:37][CH:36]=5)=[O:41])[CH2:30][CH2:31]4)[N:24]=[CH:25][C:18]=23)=[CH:32][CH:33]=1)(=[O:11])=[O:10] |f:0.1|. Procedure details: {4-[4-(4-Methanesulfonyl-phenoxy)-pyrazolo[3,4-d]pyrimidin-1-yl]-piperidin-1-yl}-phenylmethanone was prepared according to General Procedure I by the reaction of 4-(4-methanesulfonyl-phenoxy)-1-piperidin-4-yl-1H-pyrazolo[3,4-d]pyrimidine trifluoroacetate salt (Intermediate F1) with benzoyl chloride (available from Aldrich Chemical Company, Inc., Milwaukee, Wis., USA). 1H NMR (400 MHz, DMSO-d6) δ 1.98-2.10 (m, 4H), 3.30 (methyl sulfonyl and water peak), 3.70-3.75 (m, 1H), 4.58-4.63 (m, 1H), 5.14-... Starting materials: crude product, ClC=1C=C(C=C(C1)Cl)S(=O)(=O)NC=1C=C2CC(NC2=CC1)=O (3,5-dichloro-N-(2-oxo-2,3-dihydro-1H-indol-5-yl)-phenylsulphonamide). The solvent is CO (methanol). Product: NC=1C=C2CC(NC2=CC1)=O (5-amino-1,3-dihydro-indol-2-on). RXN SMILES: ClC1C=C(S([NH:12][C:13]2[CH:14]=[C:15]3[C:19](=[CH:20][CH:21]=2)[NH:18][C:17](=[O:22])[CH2:16]3)(=O)=O)C=C(Cl)C=1>CO>[NH2:12][C:13]1[CH:14]=[C:15]2[C:19](=[CH:20][CH:21]=1)[NH:18][C:17](=[O:22])[CH2:16]2. Procedure: The reaction is carried out in methanol. The crude product is further reacted directly in V (6). Reactants: CCCc1nc(CC)c2c(=O)[nH]c(-c3cc(S(=O)(=O)Cl)ccc3OCC)nn12, CO, ClCCl, OC1CCNCC1, CCCc1ncc2c(=O)[nH]c(-c3cc(S(=O)(=O)N4CCC(O)CC4)ccc3OCC)nn12. Product: CCCc1nc(CC)c2c(=O)[nH]c(-c3cc(S(=O)(=O)N4CCC(O)CC4)ccc3OCC)nn12. RXN SMILES: [CH2:1]([CH3:2])[O:3][c:4]1[c:5](-[c:14]2[n:15][n:16]3[c:17]([c:18](=[O:20])[nH:19]2)[c:21]([CH2:27][CH3:28])[n:22][c:23]3[CH2:24][CH2:25][CH3:26])[cH:6][c:7]([S:10](=[O:11])(=[O:12])[Cl:13])[cH:8][cH:9]1.[CH3:68][OH:69].[Cl:70][CH2:71][Cl:72].[OH:29][CH:30]1[CH2:31][CH2:32][NH:33][CH2:34][CH2:35]1.[OH:36][CH:37]1[CH2:38][CH2:39][N:40]([S:41]([c:42]2[cH:43][cH:44][c:45]([O:46][CH2:47][CH3:48])[c:49](-[c:50]3[nH:51][c:52](=[O:53])[c:54]4[cH:55][n:56][c:57]([CH2:58][CH2:59][CH3:60])[n:61]4[n:62]3)[cH:63]2)(=[O:64])=[O:65])[CH2:66][CH2:67]1>>[CH2:1]([CH3:2])[O:3][c:4]1[c:5](-[c:14]2[n:15][n:16]3[c:17]([c:18](=[O:20])[nH:19]2)[c:21]([CH2:27][CH3:28])[n:22][c:23]3[CH2:24][CH2:25][CH3:26])[cH:6][c:7]([S:10](=[O:11])(=[O:12])[N:33]2[CH2:32][CH2:31][CH:30]([OH:29])[CH2:35][CH2:34]2)[cH:8][cH:9]1. RXN SMILES: [NH:1]([C:25]([O:27][CH:28]1[CH2:33][C:32]([CH3:35])([CH3:34])[N:31]([O:36][CH2:37][CH2:38][CH2:39][CH2:40][CH2:41][CH2:42][CH2:43][CH3:44])[C:30]([CH3:46])([CH3:45])[CH2:29]1)=[O:26])[NH:2][C:3]([O:5][CH:6]1[CH2:11][C:10]([CH3:13])([CH3:12])[N:9]([O:14][CH2:15][CH2:16][CH2:17][CH2:18][CH2:19][CH2:20][CH2:21][CH3:22])[C:8]([CH3:24])([CH3:23])[CH2:7]1)=[O:4].C(O)(=O)C.C(O)(=O)C.IC1C=CC=CC=1>>[N:2]([C:3]([O:5][CH:6]1[CH2:11][C:10]([CH3:12])([CH3:13])[N:9]([O:14][CH2:15][CH2:16][CH2:17][CH2:18][CH2:19][CH2:20][CH2:21][CH3:22])[C:8]([CH3:23])([CH3:24])[CH2:7]1)=[O:4])=[N:1][C:25]([O:27][CH:28]1[CH2:29][C:30]([CH3:46])([CH3:45])[N:31]([O:36][CH2:37][CH2:38][CH2:39][CH2:40][CH2:41][CH2:42][CH2:43][CH3:44])[C:32]([CH3:34])([CH3:35])[CH2:33]1)=[O:26] |f:1.2.3|. The product is N(=NC(=O)OC1CC(N(C(C1)(C)C)OCCCCCCCC)(C)C)C(=O)OC1CC(N(C(C1)(C)C)OCCCCCCCC)(C)C (Bis(1-octyloxy-2,2,6,6-tetramethylpiperidin-4-yl) Azodicarboxylate). Procedure details: The procedure of Example 4 is repeated using 4.6 g of bis(1-octyloxy-2,2,6,6-tetra-methylpiperidin-4-yl) hydrazine-1,2-dicarboxylate and 2.3 g of iodobenzene diacetate to afford 3.3 gg of the title compound as a pale yellow oil. NMR, IR and mass spectra analyses are consistent with the desired structure. The reactants are N(NC(=O)OC1CC(N(C(C1)(C)C)OCCCCCCCC)(C)C)C(=O)OC1CC(N(C(C1)(C)C)OCCCCCCCC)(C)C (bis(1-octyloxy-2,2,6,6-tetra-methylpiperidin-4-yl) hydrazine-1,2-dicarboxylate), C(C)(=O)O.C(C)(=O)O.IC1=CC=CC=C1 (iodobenzene diacetate).